Task: describe an organic reaction: reactants, conditions, products, and yield. Dataset: the Open Reaction Database (ORD), a public repository of structured organic reaction records Reactants: ClC1=CC(=NC2=CC=C(C=C12)C)N1CCS(C2=C(C1)C=CC(=C2)O)(=O)=O (4-(4-chloro-6-methylquinolin-2-yl)-2,3,4,5-tetrahydro-1,4-benzothiazepin-8-ol 1,1-dioxide), IC1=CC=CC=C1 (iodo-benzene), Cl.CN(CC(=O)O)C (N,N-dimethylglycine hydrochloride), C([O-])([O-])=O.[K+].[K+] (potassium carbonate). The reagents and catalysts are [Cu]I (copper(I) iodide). Run in CS(=O)C (dimethyl sulfoxide). Run at temperature 120 celsius, time 6 hour. Yields the product ClC1=CC(=NC2=CC=C(C=C12)C)N1CCS(C2=C(C1)C=CC(=C2)OC2=CC=CC=C2)(=O)=O (4-(4-Chloro-6-methylquinolin-2-yl)-8-phenoxy-2,3,4,5-tetrahydro-1,4-benzothiazepine 1,1-dioxide). Isolated yield 720.1%. Reaction SMILES: [Cl:1][C:2]1[C:11]2[C:6](=[CH:7][CH:8]=[C:9]([CH3:12])[CH:10]=2)[N:5]=[C:4]([N:13]2[CH2:19][C:18]3[CH:20]=[CH:21][C:22]([OH:24])=[CH:23][C:17]=3[S:16](=[O:26])(=[O:25])[CH2:15][CH2:14]2)[CH:3]=1.I[C:28]1[CH:33]=[CH:32][CH:31]=[CH:30][CH:29]=1.Cl.CN(C)CC(O)=O.C(=O)([O-])[O-].[K+].[K+]>CS(C)=O.[Cu]I>[Cl:1][C:2]1[C:11]2[C:6](=[CH:7][CH:8]=[C:9]([CH3:12])[CH:10]=2)[N:5]=[C:4]([N:13]2[CH2:19][C:18]3[CH:20]=[CH:21][C:22]([O:24][C:28]4[CH:33]=[CH:32][CH:31]=[CH:30][CH:29]=4)=[CH:23][C:17]=3[S:16](=[O:26])(=[O:25])[CH2:15][CH2:14]2)[CH:3]=1 |f:2.3,4.5.6|. Procedure: A mixture of 4-(4-chloro-6-methylquinolin-2-yl)-2,3,4,5-tetrahydro-1,4-benzothiazepin-8-ol 1,1-dioxide (250.0 mg, 0.65 mmol, prepared in analogy to 4-(4-chloroquinolin-2-yl)-2,3,4,5-tetrahydro-1,4-benzothiazepin-8-ol 1,1-dioxide in Example 34), iodo-benzene (0.1 mL, 0.089 mmol), copper(I) iodide (74.0 mg, 0.35 mmol), N,N-dimethylglycine hydrochloride (72.0 mg, 0.52 mmol) and potassium carbonate (267.0 mg, 1.9 mmol) in dimethyl sulfoxide (1.5 mL). The reaction mixture was heated with stirring at ... Starting materials: C(C)OC(COC1=C(C=C(C=C1C)N(CC1=C(N=C(S1)C1=CC=C(C=C1)C(F)(F)F)C)CC)C)=O ((4-{ethyl-[4-methyl-2-(4-trifluoromethyl-phenyl)-thiazol-5-ylmethyl]-amino}-2,6-dimethyl-phenoxy)-acetic acid ethyl ester), [OH-].[Na+] (NaOH), ice EtOAc HCl. The solvent is C1CCOC1.CCO (THF EtOH). Conditions: time 1 hour. Product: C(C)N(C1=CC(=C(OCC(=O)O)C(=C1)C)C)CC1=C(N=C(S1)C1=CC=C(C=C1)C(F)(F)F)C ((4-{Ethyl-[4-methyl-2-(4-trifluoromethyl-phenyl)-thiazol-5-ylmethyl]-amino}-2,6-dimethyl-phenoxy)-acetic acid). Reaction SMILES: C([O:3][C:4](=[O:35])[CH2:5][O:6][C:7]1[C:12]([CH3:13])=[CH:11][C:10]([N:14]([CH2:32][CH3:33])[CH2:15][C:16]2[S:20][C:19]([C:21]3[CH:26]=[CH:25][C:24]([C:27]([F:30])([F:29])[F:28])=[CH:23][CH:22]=3)=[N:18][C:17]=2[CH3:31])=[CH:9][C:8]=1[CH3:34])C.[OH-].[Na+]>C1COCC1.CCO>[CH2:32]([N:14]([CH2:15][C:16]1[S:20][C:19]([C:21]2[CH:22]=[CH:23][C:24]([C:27]([F:28])([F:29])[F:30])=[CH:25][CH:26]=2)=[N:18][C:17]=1[CH3:31])[C:10]1[CH:11]=[C:12]([CH3:13])[C:7]([O:6][CH2:5][C:4]([OH:35])=[O:3])=[C:8]([CH3:34])[CH:9]=1)[CH3:33] |f:1.2,3.4|. Procedure details: 0.66 g (0.13 mmol) of the above prepared (4-{ethyl-[4-methyl-2-(4-trifluoromethyl-phenyl)-thiazol-5-ylmethyl]-amino}-2,6-dimethyl-phenoxy)-acetic acid ethyl ester was dissolved in 0.80 ml of THF/EtOH=1/1, treated with 0.40 ml (3 eq.) of 1N NaOH, and kept at ambient temperature for 1 h. The reaction mixture was then poured onto crashed ice/EtOAc/HCl dil., the organic layer was washed with water and brine, dried over sodium sulfate, and evaporated to dryness. Crystallization from hexane/EtOAc gene... Starting materials: C(C)OC(CCCl)=O (ethyl-3-chloropropionate), O (water), [H-].[Na+] (sodium hydride), C(C1=CC=CC=C1)OC=1C=C2C=CNC2=CC1 (5-benzyloxyindole). The solvent is CN(C=O)C (N,N-dimethylformamide), CN(C=O)C (dimethylformamide), CN(C=O)C (N,N-dimethylformamide). Reaction conditions: time 5 hour. Product: C(C)OC(=O)C(C)C=1NC2=CC=C(C=C2C1)OCC1=CC=CC=C1 (1-ethoxycarbonylethyl-5-benzyloxyindole). Reaction SMILES: [H-].[Na+].[CH2:3]([O:10][C:11]1[CH:12]=[C:13]2[C:17](=[CH:18][CH:19]=1)[NH:16][CH:15]=[CH:14]2)[C:4]1[CH:9]=[CH:8][CH:7]=[CH:6][CH:5]=1.[CH2:20]([O:22][C:23](=[O:27])[CH2:24][CH2:25]Cl)[CH3:21].O>CN(C)C=O>[CH2:20]([O:22][C:23]([CH:24]([C:15]1[NH:16][C:17]2[C:13]([CH:14]=1)=[CH:12][C:11]([O:10][CH2:3][C:4]1[CH:5]=[CH:6][CH:7]=[CH:8][CH:9]=1)=[CH:19][CH:18]=2)[CH3:25])=[O:27])[CH3:21] |f:0.1|. Procedure details: To a suspension of 60% sodium hydride (15 g) in dimethylformamide (30 ml) was added a N,N-dimethylformamide solution of 5-benzyloxyindole (5.0 g) at 0° C. After 15 minutes a solution of ethyl-3-chloropropionate (3.1 ml) in N,N-dimethylformamide was added dropwise and the reaction mixture stirred for a further 5 hours at ambient temperature. The reaction mixture was poured into water and extracted with ethyl acetate. The organic layer was washed with water, dried over magnesium sulfate, and conce... The reactants are CN(C)C=O, CC(C)I, Oc1cc(-c2ncc(C(F)(F)F)cc2Cl)ccc1Cl, O. Yields the product CC(C)Oc1cc(-c2ncc(C(F)(F)F)cc2Cl)ccc1Cl. As a reaction SMILES: [CH3:25][N:26]([CH3:27])[CH:28]=[O:29].[CH:20]([CH3:21])([CH3:22])[I:23].[Cl:1][c:2]1[c:3](-[c:12]2[cH:13][c:14]([OH:19])[c:15]([Cl:18])[cH:16][cH:17]2)[n:4][cH:5][c:6]([C:8]([F:9])([F:10])[F:11])[cH:7]1.[OH2:24]>>[Cl:1][c:2]1[c:3](-[c:12]2[cH:13][c:14]([O:19][CH:20]([CH3:21])[CH3:22])[c:15]([Cl:18])[cH:16][cH:17]2)[n:4][cH:5][c:6]([C:8]([F:9])([F:10])[F:11])[cH:7]1. Starting materials: O=C1CCC(=O)N1Br, ClC(Cl)(Cl)Cl, Cc1cc(-c2nn(C)c(OC(F)F)c2Cl)ccc1Cl. Product: Cn1nc(-c2ccc(Cl)c(CBr)c2)c(Cl)c1OC(F)F. Reaction SMILES: [Br:20][N:21]1[C:22](=[O:23])[CH2:24][CH2:25][C:26]1=[O:27].[C:28]([Cl:29])([Cl:30])([Cl:31])[Cl:32].[Cl:1][c:2]1[c:3](-[c:12]2[cH:13][c:14]([CH3:19])[c:15]([Cl:18])[cH:16][cH:17]2)[n:4][n:5]([CH3:11])[c:6]1[O:7][CH:8]([F:9])[F:10]>>[Cl:1][c:2]1[c:3](-[c:12]2[cH:13][c:14]([CH2:19][Br:20])[c:15]([Cl:18])[cH:16][cH:17]2)[n:4][n:5]([CH3:11])[c:6]1[O:7][CH:8]([F:9])[F:10]. The reactants are BrCC(=O)C1=CC=C(C=C1)O (2-bromo-4′-hydroxyacetophenone), NC1=NC=C(C=C1)Br (2-amino-5-bromopyridine). Run in C(C)#N (acetonitrile). Yields the product Br.BrC=1C=CC=2N(C1)C=C(N2)C2=CC=C(C=C2)O (6-bromo-2-(4′-hydroxyphenyl)imidazo[1,2-a]pyridine hydrobromide salt). RXN SMILES: [Br:1][CH2:2][C:3]([C:5]1[CH:10]=[CH:9][C:8]([OH:11])=[CH:7][CH:6]=1)=O.[NH2:12][C:13]1[CH:18]=[CH:17][C:16]([Br:19])=[CH:15][N:14]=1>C(#N)C>[BrH:1].[Br:19][C:16]1[CH:17]=[CH:18][C:13]2[N:14]([CH:2]=[C:3]([C:5]3[CH:10]=[CH:9][C:8]([OH:11])=[CH:7][CH:6]=3)[N:12]=2)[CH:15]=1 |f:3.4|. Reported procedure: First, 2-bromo-4′-hydroxyacetophenone and 2-amino-5-bromopyridine are dissolved in an inactive solvent such as acetonitrile, and are allowed to react with each other at a reflux temperature for 2 to 6 hours to produce 6-bromo-2-(4′-hydroxyphenyl)imidazo[1,2-a]pyridine hydrobromide salt as white precipitates. The solvent used in this instance may be acetonitrile or another solvent that is usually employed in a similar reaction, for example, methanol and acetone. The reaction temperature may be a ... Starting materials: ClCC1=CC2=C(OC(O2)(F)F)C=C1 (5-(chloromethyl)-2,2-difluorobenzo[d][1,3]dioxole), [C-]#N.[Na+] (NaCN), CS(=O)C (DMSO). Reaction conditions: temperature 25 celsius, time 2 hour. Yields the product FC1(OC2=C(O1)C=CC(=C2)CO)F ((2,2-difluorobenzo[d][1,3]dioxol-5-yl)methanol). The yield is 66.0%. RXN SMILES: Cl[CH2:2][C:3]1[CH:13]=[CH:12][C:6]2[O:7][C:8]([F:11])([F:10])[O:9][C:5]=2[CH:4]=1.[C-]#N.[Na+].CS(C)=[O:19]>>[F:10][C:8]1([F:11])[O:7][C:6]2[CH:12]=[CH:13][C:3]([CH2:2][OH:19])=[CH:4][C:5]=2[O:9]1 |f:1.2|. Reported procedure: A mixture of 5-(chloromethyl)-2,2-difluorobenzo[d][1,3]dioxole (117.6 g, crude from last step) and NaCN (84 g, 1.7 mmol) in DMSO (800 mL) was stirred for 2 h at 25° C. The reaction, mixture was poured into ice and extracted with EtOAc (500 mL×3). The combined organic layers were dried with anhydrous Na2SO4 and concentrated in vacuo to give crude product which was purified by column chromatography (P.E./EtOAc 10:1) to give (2,2-difluorobenzo[d][1,3]dioxol-5-yl)methanol (77.8 g, 66%), 1H NMR (300 ...